Dataset: the Open Reaction Database (ORD), a public repository of structured organic reaction records. Task: describe an organic reaction: reactants, conditions, products, and yield Reactants: amorphous solid, ClC=1C=CC(=C(C1)N1CCN(CC1)CCCNC1=NC=C(N=C1)C(=O)NCCNC(OC(C)(C)C)=O)OC (1,1-dimethylethyl 2-[[[2-[[3-[4-(5-chloro-2-methoxyphenyl)piperazin-1-yl]propyl]amino]pyrazin-5-yl]carbonyl]amino]ethylcarbamate), Cl (hydrochloric acid), ice, [OH-].[Na+] (sodium hydroxide). Solvent: O (water), O (water). Product: NCCNC(=O)C=1N=CC(=NC1)NCCCN1CCN(CC1)C1=C(C=CC(=C1)Cl)OC (N-(2-Aminoethyl) -2-[[3-[4-(5-chloro-2-methoxyphenyl)-piperazin-1-yl]propyl]amino]pyrazine-5-carboxamide). Reaction SMILES: [Cl:1][C:2]1[CH:3]=[CH:4][C:5]([O:37][CH3:38])=[C:6]([N:8]2[CH2:13][CH2:12][N:11]([CH2:14][CH2:15][CH2:16][NH:17][C:18]3[CH:23]=[N:22][C:21]([C:24]([NH:26][CH2:27][CH2:28][NH:29]C(=O)OC(C)(C)C)=[O:25])=[CH:20][N:19]=3)[CH2:10][CH2:9]2)[CH:7]=1.Cl.[OH-].[Na+]>O>[NH2:29][CH2:28][CH2:27][NH:26][C:24]([C:21]1[N:22]=[CH:23][C:18]([NH:17][CH2:16][CH2:15][CH2:14][N:11]2[CH2:12][CH2:13][N:8]([C:6]3[CH:7]=[C:2]([Cl:1])[CH:3]=[CH:4][C:5]=3[O:37][CH3:38])[CH2:9][CH2:10]2)=[N:19][CH:20]=1)=[O:25] |f:2.3|. Procedure: 2 g (0.00365 mol) of 1,1-dimethylethyl 2-[[[2-[[3-[4-(5-chloro-2-methoxyphenyl)piperazin-1-yl]propyl]amino]pyrazin-5-yl]carbonyl]amino]ethylcarbamate are introduced into 10 ml of water in a 0.25 l round-bottomed flask and then 10 ml of concentrated hydrochloric acid are introduced dropwise. The mixture is cooled to 0° C. with an ice/salt/water mixture and 30% sodium hydroxide solution is added portionwise until the pH is basic. Extraction is carried out with dichloromethane, the organic phase is...